From a dataset of the Open Reaction Database (ORD), a public repository of structured organic reaction records. describe an organic reaction: reactants, conditions, products, and yield The reactants are ClC=1N=NC(=CC1C#N)C1=C(C(=CC=C1)F)F (3-Chloro-6-(2,3-difluorophenyl)pyridazine-4-carbonitrile), O.NN (hydrazine hydrate). Solvent: C(C)O (ethanol). The product is FC1=C(C=CC=C1F)C=1C=C2C(=NN1)NN=C2N (5-(2,3-Difluorophenyl)-1H-pyrazolo[3,4-c]pyridazin-3-ylamine). As a reaction SMILES: Cl[C:2]1[N:3]=[N:4][C:5]([C:10]2[CH:15]=[CH:14][CH:13]=[C:12]([F:16])[C:11]=2[F:17])=[CH:6][C:7]=1[C:8]#[N:9].O.[NH2:19][NH2:20]>C(O)C>[F:17][C:11]1[C:12]([F:16])=[CH:13][CH:14]=[CH:15][C:10]=1[C:5]1[CH:6]=[C:7]2[C:8]([NH2:9])=[N:4][NH:3][C:2]2=[N:19][N:20]=1 |f:1.2|. Reported procedure: 3-Chloro-6-(2,3-difluorophenyl)pyridazine-4-carbonitrile (2.82 g, 11.2 mmol) and hydrazine hydrate (1.25 mL, 25.8 mmol) were stirred at reflux in ethanol (50 mL) for 1 hour. The mixture was cooled and evaporated to dryness. The residue was triturated with water, and the solid was filtered off and dried, giving the title compound as a solid. The reactants are O=C1c2ccccc2C(=O)N1CCCBr, C1COCCO1, CC(C)N1CCNCC1, CCN(C(C)C)C(C)C, ClC(Cl)Cl, [Cl-], [Na+]. The product is CC(C)N1CCN(CCCN2C(=O)c3ccccc3C2=O)CC1. As a reaction SMILES: [Br:1][CH2:2][CH2:3][CH2:4][N:5]1[C:6](=[O:15])[c:7]2[c:8]([cH:11][cH:12][cH:13][cH:14]2)[C:9]1=[O:10].[CH2:36]1[O:37][CH2:38][CH2:39][O:40][CH2:41]1.[CH:16]([CH3:17])([CH3:18])[N:19]1[CH2:20][CH2:21][NH:22][CH2:23][CH2:24]1.[CH:25]([N:26]([CH:27]([CH3:28])[CH3:29])[CH2:30][CH3:31])([CH3:32])[CH3:33].[CH:42]([Cl:43])([Cl:44])[Cl:45].[Cl-:34].[Na+:35]>>[CH2:2]([CH2:3][CH2:4][N:5]1[C:6](=[O:15])[c:7]2[c:8]([cH:11][cH:12][cH:13][cH:14]2)[C:9]1=[O:10])[N:22]1[CH2:21][CH2:20][N:19]([CH:16]([CH3:17])[CH3:18])[CH2:24][CH2:23]1. Reactants: C(\C=C\C(=O)O)(=O)O.ON1N(NC2=C1C=CC=C2)O (di-N-hydroxybenzotriazole fumarate), C(CCC(=O)[O-])(=O)OCCN (2-aminoethyl succinate), CN1C(CCC1)=O (N-methylpyrrolidone), O (water). The product is C(\C=C\C(=O)N)(=O)N.C(CCC(=O)O)(=O)O.C=C.C=C (diethylene succinate fumaramide). Reaction SMILES: [C:1]([OH:8])(=[O:7])/[CH:2]=[CH:3]/[C:4]([OH:6])=[O:5].O[N:10]1[C:14]2C=CC=C[C:13]=2NN1O.[C:20](OCCN)(=O)[CH2:21]CC([O-])=O.[OH2:31].C[N:33]1[CH2:37][CH2:36][CH2:35][C:34]1=[O:38]>>[C:34]([NH2:10])(=[O:38])/[CH:35]=[CH:36]/[C:37]([NH2:33])=[O:31].[C:1]([OH:8])(=[O:7])[CH2:2][CH2:3][C:4]([OH:6])=[O:5].[CH2:13]=[CH2:14].[CH2:20]=[CH2:21] |f:0.1,5.6.7.8|. Procedure details: 1.75 g of di-N-hydroxybenzotriazole fumarate and 1.02 g of 2-aminoethyl succinate in 10 ml of dry N-methylpyrrolidone are stirred at room temperature for 48 hours with exclusion of moisture. The reaction mixture is subsequently added dropwise to 100 ml of water, and the polycondensate is centrifuged off and, after washing with hot water, dried in vacuo at 60° C. Reactants: C1CCOC1, CN1CCNCC1, CCN(C(C)C)C(C)C, Cc1ccc(S(=O)(=O)OC(C(=O)OCc2ccccc2)c2ccccc2)cc1. Product: CN1CCN(C(C(=O)OCc2ccccc2)c2ccccc2)CC1. RXN SMILES: [CH2:45]1[O:46][CH2:47][CH2:48][CH2:49]1.[CH3:29][N:30]1[CH2:31][CH2:32][NH:33][CH2:34][CH2:35]1.[CH:36]([N:37]([CH2:38][CH3:39])[CH:40]([CH3:41])[CH3:42])([CH3:43])[CH3:44].[c:1]1([CH:7]([C:8](=[O:9])[O:10][CH2:11][c:12]2[cH:13][cH:14][cH:15][cH:16][cH:17]2)[O:18][S:19]([c:20]2[cH:21][cH:22][c:23]([CH3:24])[cH:25][cH:26]2)(=[O:27])=[O:28])[cH:2][cH:3][cH:4][cH:5][cH:6]1>>[c:1]1([CH:7]([C:8](=[O:9])[O:10][CH2:11][c:12]2[cH:13][cH:14][cH:15][cH:16][cH:17]2)[N:33]2[CH2:32][CH2:31][N:30]([CH3:29])[CH2:35][CH2:34]2)[cH:2][cH:3][cH:4][cH:5][cH:6]1. Reactants: [C@H]12N[C@@H](C[C@@H]2C1)CNC(=O)C=1C(=NOC1C)C (3,5-dimethyl-isoxazole-4-carboxylic acid [(1S,3S,5S)-2-aza-bicyclo[3.1.0]hex-3-ylmethyl]-amide), NC=1SC(=C(N1)C(=O)O)C1=CC(=CC=C1)F (2-amino-5-(3-fluoro-phenyl)-thiazole-4-carboxylic acid). Product: NC=1SC(=C(N1)C(=O)N1[C@H]2C[C@H]2C[C@H]1CNC(=O)C=1C(=NOC1C)C)C1=CC(=CC=C1)F (3,5-dimethyl-isoxazole-4-carboxylic acid {(1S,3S,5S)-2-[2-amino-5-(3-fluoro-phenyl)-thiazole-4-carbonyl]-2-aza-bicyclo[3.1.0]hex-3-ylmethyl}-amide). Reaction SMILES: [C@H:1]12[CH2:6][C@H:5]1[CH2:4][C@@H:3]([CH2:7][NH:8][C:9]([C:11]1[C:12]([CH3:17])=[N:13][O:14][C:15]=1[CH3:16])=[O:10])[NH:2]2.[NH2:18][C:19]1[S:20][C:21]([C:27]2[CH:32]=[CH:31][CH:30]=[C:29]([F:33])[CH:28]=2)=[C:22]([C:24](O)=[O:25])[N:23]=1>>[NH2:18][C:19]1[S:20][C:21]([C:27]2[CH:32]=[CH:31][CH:30]=[C:29]([F:33])[CH:28]=2)=[C:22]([C:24]([N:2]2[C@H:3]([CH2:7][NH:8][C:9]([C:11]3[C:12]([CH3:17])=[N:13][O:14][C:15]=3[CH3:16])=[O:10])[CH2:4][C@H:5]3[C@@H:1]2[CH2:6]3)=[O:25])[N:23]=1. Procedure: prepared by reaction of 3,5-dimethyl-isoxazole-4-carboxylic acid [(1S,3S,5S)-2-aza-bicyclo[3.1.0]hex-3-ylmethyl]-amide with 2-amino-5-(3-fluoro-phenyl)-thiazole-4-carboxylic acid. LC-MS (basic): tR=1.23 min; [M+H]+=456.1. Reactants: CC(C)(C)OC(=O)N1CCC(NN2CCNCC2=O)CC1, CCOC(C)=O, O=S(=O)(Cl)c1ccc2cc(Cl)ccc2c1, [Na+], [Na+], O=C([O-])[O-]. Product: CC(C)(C)OC(=O)N1CCC(NN2CCN(S(=O)(=O)c3ccc4cc(Cl)ccc4c3)CC2=O)CC1. Reaction SMILES: [C:1]([CH3:2])([CH3:3])([CH3:4])[O:5][C:6](=[O:7])[N:8]1[CH2:9][CH2:10][CH:11]([NH:14][N:15]2[C:16](=[O:21])[CH2:17][NH:18][CH2:19][CH2:20]2)[CH2:12][CH2:13]1.[CH3:43][CH2:44][O:45][C:46](=[O:47])[CH3:48].[Cl:28][c:29]1[cH:30][c:31]2[cH:32][cH:33][c:34]([S:39](=[O:40])(=[O:41])[Cl:42])[cH:35][c:36]2[cH:37][cH:38]1.[Na+:22].[Na+:23].[O-:24][C:25](=[O:26])[O-:27]>>[C:1]([CH3:2])([CH3:3])([CH3:4])[O:5][C:6](=[O:7])[N:8]1[CH2:9][CH2:10][CH:11]([NH:14][N:15]2[C:16](=[O:21])[CH2:17][N:18]([S:39]([c:34]3[cH:33][cH:32][c:31]4[cH:30][c:29]([Cl:28])[cH:38][cH:37][c:36]4[cH:35]3)(=[O:40])=[O:41])[CH2:19][CH2:20]2)[CH2:12][CH2:13]1. The reactants are C(C)(=O)O[C@@H]1CC2=C[C@H]([C@H]3[C@@H]4CC[C@H](C(C)C5OCC(CO5)(C)C)[C@]4(CC[C@@H]3[C@]2([C@@H]2[C@H]1O2)C)C)OC(C)=O (7α-acetoxy-20-(5,5-dimethyl-1,3-dioxan-2-yl)-1α,2α-epoxypregn-5-en-3β-yl acetate), C(C)(=O)O[C@@H]1CC2=C[C@H]([C@H]3[C@@H]4CC[C@H](C(C)C5OCC(CO5)(C)C)[C@]4(CC[C@@H]3[C@]2([C@@H]2[C@H]1O2)C)C)OC(=O)OC (20-(5,5-dimethyl-1,3-dioxan-2-yl)-1α,2α-epoxy-7α-methoxycarbonyloxypregn-5-en-3β-yl acetate). The product is C(C)(=O)O[C@@H]1CC2=CC=C3[C@@H]4CC[C@H](C(C)C5OCC(CO5)(C)C)[C@]4(CC[C@@H]3[C@]2([C@@H]2[C@H]1O2)C)C (20-(5,5-dimethyl-1,3-dioxan-2-yl)-1α,2α-epoxypregna-5,7-dien-3β-yl acetate). Yield: 46.9%. As a reaction SMILES: [C:1]([O:4][C@H:5]1[C@@H:31]2[O:32][C@@H:30]2[C@@:29]2([CH3:33])[C:7](=[CH:8][C@@H:9](OC(=O)C)[C@@H:10]3[C@@H:28]2[CH2:27][CH2:26][C@@:25]2([CH3:34])[C@H:11]3[CH2:12][CH2:13][C@@H:14]2[CH:15]([CH:17]2[O:22][CH2:21][C:20]([CH3:24])([CH3:23])[CH2:19][O:18]2)[CH3:16])[CH2:6]1)(=[O:3])[CH3:2].C(O[C@H]1[C@@H]2O[C@@H]2[C@@]2(C)C(=C[C@@H](OC(OC)=O)[C@@H]3[C@@H]2CC[C@@]2(C)[C@H]3CC[C@@H]2C(C2OCC(C)(C)CO2)C)C1)(=O)C>>[C:1]([O:4][C@H:5]1[C@@H:31]2[O:32][C@@H:30]2[C@@:29]2([CH3:33])[C:7](=[CH:8][CH:9]=[C:10]3[C@@H:28]2[CH2:27][CH2:26][C@@:25]2([CH3:34])[C@H:11]3[CH2:12][CH2:13][C@@H:14]2[CH:15]([CH:17]2[O:18][CH2:19][C:20]([CH3:24])([CH3:23])[CH2:21][O:22]2)[CH3:16])[CH2:6]1)(=[O:3])[CH3:2]. Procedure details: The procedure of Example 17 was repeated except that 42.3 mg (0.0798 mmole) of 7α-acetoxy-20-(5,5-dimethyl-1,3-dioxan-2-yl)-1α,2α-epoxypregn-5-en-3β-yl acetate was used in lieu of 43.6 mg of 20-(5,5-dimethyl-1,3-dioxan-2-yl)-1α,2α-epoxy-7α-methoxycarbonyloxypregn-5-en-3β-yl acetate to give 17.6 mg of 20-(5,5-dimethyl-1,3-dioxan-2-yl)-1α,2α-epoxypregna-5,7-dien-3β-yl acetate. In addition, 14.0 mg of 7α-acetoxy-20-(5,5-dimethyl-1,3-dioxan-2-yl)-1α,2α-epoxypregn-5-en-38-yl acetate was recovered. Th...